This data is from the Open Reaction Database (ORD), a public repository of structured organic reaction records. The task is: describe an organic reaction: reactants, conditions, products, and yield The reactants are CC(C)(C)OC(=O)Nc1cc(CO)c(I)cc1[N+](=O)[O-], C#Cc1ccccc1. The product is CC(C)(C)OC(=O)Nc1cc(CO)c(C#Cc2ccccc2)cc1[N+](=O)[O-]. RXN SMILES: [C:1]([CH3:2])([CH3:3])([CH3:4])[O:5][C:6]([NH:7][c:8]1[c:9]([N+:17](=[O:18])[O-:19])[cH:10][c:11]([I:16])[c:12]([CH2:14][OH:15])[cH:13]1)=[O:20].[c:21]1([C:27]#[CH:28])[cH:22][cH:23][cH:24][cH:25][cH:26]1>>[C:1]([CH3:2])([CH3:3])([CH3:4])[O:5][C:6]([NH:7][c:8]1[c:9]([N+:17](=[O:18])[O-:19])[cH:10][c:11]([C:28]#[C:27][c:21]2[cH:22][cH:23][cH:24][cH:25][cH:26]2)[c:12]([CH2:14][OH:15])[cH:13]1)=[O:20]. The reactants are OCCCBr, O=C([O-])[O-], CCOCC, [K+], [K+], CCCOc1c(O)cc(C2CCC(c3cc(OC)c(OC)c(OC)c3)O2)cc1S(=O)(=O)CC(C)=O, CN(C)C=O. The product is CCCOc1c(OCCCO)cc(C2CCC(c3cc(OC)c(OC)c(OC)c3)O2)cc1S(=O)(=O)CC(C)=O. Reaction SMILES: [Br:36][CH2:37][CH2:38][CH2:39][OH:40].[C:41](=[O:42])([O-:43])[O-:44].[CH2:52]([O:53][CH2:54][CH3:55])[CH3:56].[K+:45].[K+:46].[O:1]=[C:2]([CH2:3][S:4](=[O:5])(=[O:6])[c:7]1[cH:8][c:9]([CH:18]2[O:19][CH:20]([c:23]3[cH:24][c:25]([O:33][CH3:34])[c:26]([O:31][CH3:32])[c:27]([O:29][CH3:30])[cH:28]3)[CH2:21][CH2:22]2)[cH:10][c:11]([OH:17])[c:12]1[O:13][CH2:14][CH2:15][CH3:16])[CH3:35].[O:47]=[CH:48][N:49]([CH3:50])[CH3:51]>>[O:1]=[C:2]([CH2:3][S:4](=[O:5])(=[O:6])[c:7]1[cH:8][c:9]([CH:18]2[O:19][CH:20]([c:23]3[cH:24][c:25]([O:33][CH3:34])[c:26]([O:31][CH3:32])[c:27]([O:29][CH3:30])[cH:28]3)[CH2:21][CH2:22]2)[cH:10][c:11]([O:17][CH2:37][CH2:38][CH2:39][OH:40])[c:12]1[O:13][CH2:14][CH2:15][CH3:16])[CH3:35]. The reactants are [H-].[Na+] (Sodium hydride), O (water), ClC1=CC=C(C=C1)C1=C(C=NN1)C1=CC=NC=C1 (5-(4-chlorophenyl)-4-(pyridin-4-yl)pyrazole), C[Si](CCOCCl)(C)C ((2-trimethylsilylethoxy)methyl chloride). Run in O1CCCC1 (tetrahydrofuran). Reaction conditions: time 1 hour. Product: ClC1=CC=C(C=C1)C1=C(C=NN1COCC[Si](C)(C)C)C1=CC=NC=C1 (5-(4-Chlorophenyl)-4-(pyridin-4-yl)-1-(2-trimethylsilylethoxy)methylpyrazole). Yield: 89.8%. Reaction SMILES: [H-].[Na+].[Cl:3][C:4]1[CH:9]=[CH:8][C:7]([C:10]2[NH:14][N:13]=[CH:12][C:11]=2[C:15]2[CH:20]=[CH:19][N:18]=[CH:17][CH:16]=2)=[CH:6][CH:5]=1.[CH3:21][Si:22]([CH3:29])([CH3:28])[CH2:23][CH2:24][O:25][CH2:26]Cl.O>O1CCCC1>[Cl:3][C:4]1[CH:5]=[CH:6][C:7]([C:10]2[N:14]([CH2:26][O:25][CH2:24][CH2:23][Si:22]([CH3:29])([CH3:28])[CH3:21])[N:13]=[CH:12][C:11]=2[C:15]2[CH:20]=[CH:19][N:18]=[CH:17][CH:16]=2)=[CH:8][CH:9]=1 |f:0.1|. Procedure details: 55% Sodium hydride (1.41 g, 32.1 mmol) was suspended in tetrahydrofuran (300 ml). To the suspension was added 5-(4-chlorophenyl)-4-(pyridin-4-yl)pyrazole (8.21 g, 32.1 mmol), and the resulting mixture was stirred at room temperature for 1 hour. To the resulting mixture was added (2-trimethylsilylethoxy)methyl chloride (5.68 ml, 32.1 mmol) dropwise under ice cooling, and the mixture was stirred at room temperature overnight. At the end of this time, water was added to the mixture and the mixture ... The reactants are ClC1=C(C(=NC2=CC(=CC(=C12)F)F)C1=NC=CC=C1)C (4-chloro-5,7-difluoro-3-methyl-2-(pyridin-2-yl)quinoline), BrC=1C=C(C(=NC1)C1=C(C=CC=C1)OC)N (5-bromo-2-(2-methoxyphenyl)pyridin-3-amine), [H-].[Na+] (sodium hydride), oil, C([O-])([O-])=O.[Na+].[Na+] (sodium carbonate). Run in CN(C)C=O (DMF). Conditions: temperature 0 celsius, time 15 minute. Yields the product BrC=1C=C(C(=NC1)C1=C(C=CC=C1)OC)NC1=C(C(=NC2=CC(=CC(=C12)F)F)C1=NC=CC=C1)C (N-(5-bromo-2-(2-methoxyphenyl)pyridin-3-yl)-5,7-difluoro-3-methyl-2-(pyridin-2-yl)quinolin-4-amine). Reaction SMILES: [Br:1][C:2]1[CH:3]=[C:4]([NH2:16])[C:5]([C:8]2[CH:13]=[CH:12][CH:11]=[CH:10][C:9]=2[O:14][CH3:15])=[N:6][CH:7]=1.[H-].[Na+].Cl[C:20]1[C:29]2[C:24](=[CH:25][C:26]([F:31])=[CH:27][C:28]=2[F:30])[N:23]=[C:22]([C:32]2[CH:37]=[CH:36][CH:35]=[CH:34][N:33]=2)[C:21]=1[CH3:38].C(=O)([O-])[O-].[Na+].[Na+]>CN(C=O)C>[Br:1][C:2]1[CH:3]=[C:4]([NH:16][C:20]2[C:29]3[C:24](=[CH:25][C:26]([F:31])=[CH:27][C:28]=3[F:30])[N:23]=[C:22]([C:32]3[CH:37]=[CH:36][CH:35]=[CH:34][N:33]=3)[C:21]=2[CH3:38])[C:5]([C:8]2[CH:13]=[CH:12][CH:11]=[CH:10][C:9]=2[O:14][CH3:15])=[N:6][CH:7]=1 |f:1.2,4.5.6|. Reported procedure: A dry flask containing 5-bromo-2-(2-methoxyphenyl)pyridin-3-amine (194.5 mg, 0.7 mmol) in dry DMF (5 mL) was cooled to 0° C., then sodium hydride, 60% dispersion in mineral oil (90.8 mg, 2.27 mmol) was added carefully in portions. The mixture was stirred at 0° C. for 15 min, then 4-chloro-5,7-difluoro-3-methyl-2-(pyridin-2-yl)quinoline (308.7 mg, 1.06 mmol) was added in portions. Upon complete addition, the mixture was warmed to 70° C. After 3 h, the reaction was cooled to rt then was carefully ... RXN SMILES: [CH2:1]([CH2:2][CH2:3][CH3:4])[O:5][CH2:6][CH2:7][O:8][c:9]1[cH:10][cH:11][c:12](-[c:15]2[cH:16][cH:17][c:18]3[c:19]([cH:49]2)[CH:20]=[C:21]([C:29](=[O:30])[NH:31][c:32]2[cH:33][cH:34][c:35]([S:38][CH2:39][CH2:40][c:41]4[n:42][n:43][cH:44][n:45]4[CH2:46][CH2:47][CH3:48])[cH:36][cH:37]2)[CH2:22][CH2:23][N:24]3[CH2:25][CH:26]([CH3:27])[CH3:28])[cH:13][cH:14]1.[Cl:68][CH2:69][Cl:70].[Na+:66].[Na+:67].[OH:50][O:51][C:52]([c:53]1[cH:54][c:55]([Cl:56])[cH:57][cH:58][cH:59]1)=[O:60].[S:61]([O-:62])([O-:63])(=[O:64])=[S:65]>>[CH2:1]([CH2:2][CH2:3][CH3:4])[O:5][CH2:6][CH2:7][O:8][c:9]1[cH:10][cH:11][c:12](-[c:15]2[cH:16][cH:17][c:18]3[c:19]([cH:49]2)[CH:20]=[C:21]([C:29](=[O:30])[NH:31][c:32]2[cH:33][cH:34][c:35]([S:38]([CH2:39][CH2:40][c:41]4[n:42][n:43][cH:44][n:45]4[CH2:46][CH2:47][CH3:48])=[O:50])[cH:36][cH:37]2)[CH2:22][CH2:23][N:24]3[CH2:25][CH:26]([CH3:27])[CH3:28])[cH:13][cH:14]1. Reactants: CCCCOCCOc1ccc(-c2ccc3c(c2)C=C(C(=O)Nc2ccc(SCCc4nncn4CCC)cc2)CCN3CC(C)C)cc1, ClCCl, [Na+], [Na+], O=C(OO)c1cccc(Cl)c1, O=S([O-])([O-])=S. Yields the product CCCCOCCOc1ccc(-c2ccc3c(c2)C=C(C(=O)Nc2ccc(S(=O)CCc4nncn4CCC)cc2)CCN3CC(C)C)cc1.